describe an organic reaction: reactants, conditions, products, and yield From a dataset of the Open Reaction Database (ORD), a public repository of structured organic reaction records. Starting materials: CN(CC=CC1=CC=C(C=C1)/C=C/C(=O)OC)C ((E)-3-[4-(3-dimethylaminopropenyl)phenyl]acrylic acid, methyl ester), [OH-].[Na+] (NaOH). Solvent: CO (MeOH). The product is CN(CC=CC1=CC=C(C=C1)/C=C/C(=O)O)C ((E)-3-[4-(3-Dimethylaminopropenyl)phenyl]acrylic Acid). Isolated yield 85.0%. Reaction SMILES: [CH3:1][N:2]([CH3:18])[CH2:3][CH:4]=[CH:5][C:6]1[CH:11]=[CH:10][C:9](/[CH:12]=[CH:13]/[C:14]([O:16]C)=[O:15])=[CH:8][CH:7]=1.[OH-].[Na+]>CO>[CH3:18][N:2]([CH3:1])[CH2:3][CH:4]=[CH:5][C:6]1[CH:11]=[CH:10][C:9](/[CH:12]=[CH:13]/[C:14]([OH:16])=[O:15])=[CH:8][CH:7]=1 |f:1.2|. Reported procedure: This product was prepared by refluxing for four hours, (E)-3-[4-(3-dimethylaminopropenyl)phenyl]acrylic acid, methyl ester with NaOH (0.16 g, 2 equiv.) in 10 mL of MeOH. After evaporation of the solvent in vacuo, treatment with 5 mL of HCl (1N) gave the title compound (0.4 g, 85%) as a gummy orange solid.